Dataset: the Open Reaction Database (ORD), a public repository of structured organic reaction records. Task: describe an organic reaction: reactants, conditions, products, and yield Reactants: C(=O)(O)C1=C(C(=O)C2=CC=C(C=C2)F)C=CC(=C1)C(=O)O (2,4-dicarboxy-4′-fluoro-benzophenone). The solvent is C(C)(=O)O (acetic acid). Conditions: temperature 60 celsius. Product: FC1=CC=C(C=C1)C1OC(C2=CC(=CC=C12)C(=O)O)=O (1-(4-Fluoro-phenyl)-3-oxo-1,3-dihydro-isobenzofuran-5-carboxylic Acid). RXN SMILES: [C:1]([C:4]1[CH:18]=[C:17]([C:19]([OH:21])=[O:20])[CH:16]=[CH:15][C:5]=1[C:6]([C:8]1[CH:13]=[CH:12][C:11]([F:14])=[CH:10][CH:9]=1)=[O:7])(O)=[O:2]>C(O)(=O)C>[F:14][C:11]1[CH:12]=[CH:13][C:8]([CH:6]2[C:5]3[C:4](=[CH:18][C:17]([C:19]([OH:21])=[O:20])=[CH:16][CH:15]=3)[C:1](=[O:2])[O:7]2)=[CH:9][CH:10]=1. Procedure: Zink (38 g, 0.58 mol) was suspended in acetic acid (400 mL). The mixture was heated to 60° C. 2,4-dicarboxy-4′-fluoro-benzophenone (21 g, 0.075 mol) was added in portions of 5 grams. After addition, the reaction mixture was heated at reflux temperature for two hours. The suspension was filtered while it was still hot. The filtrate was added to ice-water (1 kg) and the title compound was isolated by filtration. Yield 17.8 g (90%). 1H NMR (d6-DMSO): δ 6.84 (s, 1H), 7.17 (t, 2H), 7.43 (dd, 2H), 7.5... The reactants are BrC1=CC=C2C=CC3=CC=CC4=CC=C1C2=C34 (1-bromopyrene), ClC1=CC=C(C=C1)B(O)O (p-chlorophenylboronic acid), P(=O)([O-])([O-])[O-].[K+].[K+].[K+] (tripotassium phosphate), CN(C=O)C (dimethylformamide). Reagents/catalysts: [Br-].C(CCC)[N+](CCCC)(CCCC)CCCC (tetrabutylammonium bromide), C(C)(=O)[O-].[Pd+2].C(C)(=O)[O-] (palladium acetate). Run in O (water). Reaction conditions: temperature 130 celsius, time 3 hour. Yields the product ClC1=CC=C(C=C1)C1=CC=C2C=CC3=CC=CC4=CC=C1C2=C34 (1-(4-chlorophenyl)pyrene). Isolated yield 88.7%. Reaction SMILES: Br[C:2]1[C:15]2[C:16]3=[C:17]4[C:12](=[CH:13][CH:14]=2)[CH:11]=[CH:10][CH:9]=[C:8]4[CH:7]=[CH:6][C:5]3=[CH:4][CH:3]=1.[Cl:18][C:19]1[CH:24]=[CH:23][C:22](B(O)O)=[CH:21][CH:20]=1.P([O-])([O-])([O-])=O.[K+].[K+].[K+].CN(C)C=O>[Br-].C([N+](CCCC)(CCCC)CCCC)CCC.C([O-])(=O)C.[Pd+2].C([O-])(=O)C.O>[Cl:18][C:19]1[CH:24]=[CH:23][C:22]([C:9]2[C:8]3[C:17]4=[C:16]5[C:5](=[CH:6][CH:7]=3)[CH:4]=[CH:3][CH:2]=[C:15]5[CH:14]=[CH:13][C:12]4=[CH:11][CH:10]=2)=[CH:21][CH:20]=1 |f:2.3.4.5,7.8,9.10.11|. Procedure details: A mixed solution of 59 g of 1-bromopyrene, 40 g of p-chlorophenylboronic acid, 108 g of tripotassium phosphate, g of tetrabutylammonium bromide, 1.15 g of palladium acetate and 1,250 ml of dimethylformamide was heated and stirred under a nitrogen gas stream at 130° C. for 3 hours. The solution was cooled to room temperature and 1,000 ml of water was poured into the solution, followed by filtration. The resulting solid was washed with 200 ml of methanol, dissolved in 1,000 ml of dichloromethane, ... Reactants: CCO, Cl, CC(C)(C)OC(=O)NCCCCc1nc2c(N)nc3cc(OCc4ccccc4)ccc3c2n1CCOc1ccccc1. Yields the product NCCCCc1nc2c(N)nc3cc(OCc4ccccc4)ccc3c2n1CCOc1ccccc1. RXN SMILES: [CH3:45][CH2:46][OH:47].[ClH:1].[NH2:2][c:3]1[n:4][c:5]2[cH:6][c:7]([O:37][CH2:38][c:39]3[cH:40][cH:41][cH:42][cH:43][cH:44]3)[cH:8][cH:9][c:10]2[c:11]2[c:12]1[n:13][c:14]([CH2:25][CH2:26][CH2:27][CH2:28][NH:29][C:30](=[O:31])[O:32][C:33]([CH3:34])([CH3:35])[CH3:36])[n:15]2[CH2:16][CH2:17][O:18][c:19]1[cH:20][cH:21][cH:22][cH:23][cH:24]1>>[NH2:2][c:3]1[n:4][c:5]2[cH:6][c:7]([O:37][CH2:38][c:39]3[cH:40][cH:41][cH:42][cH:43][cH:44]3)[cH:8][cH:9][c:10]2[c:11]2[c:12]1[n:13][c:14]([CH2:25][CH2:26][CH2:27][CH2:28][NH2:29])[n:15]2[CH2:16][CH2:17][O:18][c:19]1[cH:20][cH:21][cH:22][cH:23][cH:24]1. Starting materials: C(C)C1(OCCC2=C1C=C(C(=C2)OC)OC)CCN2CCN(CC2)C (1-[2-(1-ethyl-3,4-dihydro -6,7-dimethoxy-1H-2-benzopyran-1-yl)ethyl]-4-methylpiperazine), C1(=CC=CC=C1)OC(=O)Cl (phenylchloroformate). Solvent: C1(=CC=CC=C1)C (toluene). Product: Cl.Cl.C(C)C1(OCCC2=C1C=C(C(=C2)OC)OC)CCN2CCNCC2 (1-[2-(1-ethyl-3,4-dihydro-6,7-dimethoxy-1H-2-benzopyran-1-yl)ethyl]piperazine dihydrochloride). Yield: 209.1%. As a reaction SMILES: [CH2:1]([C:3]1([CH2:17][CH2:18][N:19]2[CH2:24][CH2:23][N:22](C)[CH2:21][CH2:20]2)[C:8]2[CH:9]=[C:10]([O:15][CH3:16])[C:11]([O:13][CH3:14])=[CH:12][C:7]=2[CH2:6][CH2:5][O:4]1)[CH3:2].C1(OC([Cl:35])=O)C=CC=CC=1>C1(C)C=CC=CC=1>[ClH:35].[ClH:35].[CH2:1]([C:3]1([CH2:17][CH2:18][N:19]2[CH2:20][CH2:21][NH:22][CH2:23][CH2:24]2)[C:8]2[CH:9]=[C:10]([O:15][CH3:16])[C:11]([O:13][CH3:14])=[CH:12][C:7]=2[CH2:6][CH2:5][O:4]1)[CH3:2] |f:3.4.5|. Procedure: A mixture of 20 g of crude 1-[2-(1-ethyl-3,4-dihydro -6,7-dimethoxy-1H-2-benzopyran-1-yl)ethyl]-4-methylpiperazine and 7.5 g of phenylchloroformate in 150 ml of toluene was refluxed for 4 h. The toluene was evaporated, and the residue dissolved in a mixture of 150 ml of ethanol and 150 ml of 50% aqueous sodium hydroxide and refluxed for 2 h. The ethanol was evaporated and the residue dissolved in diethyl ether. The solution was washed, dried and concentrated and the residue was dissolved in acet... The reactants are C=Cc1cc(OC)cc2c1ccn2S(=O)(=O)c1ccccc1, ClCCl, Cl, [O-][I+3]([O-])([O-])[O-], [Na+], C1COCCO1, O, O=[Os](=O)(=O)=O, Cc1cccc(C)n1. The product is COc1cc(C=O)c2ccn(S(=O)(=O)c3ccccc3)c2c1. RXN SMILES: [CH3:1][O:2][c:3]1[cH:4][c:5]([CH:21]=[CH2:22])[c:6]2[cH:7][cH:8][n:9]([S:12](=[O:13])(=[O:14])[c:15]3[cH:16][cH:17][cH:18][cH:19][cH:20]3)[c:10]2[cH:11]1.[Cl:50][CH2:51][Cl:52].[ClH:37].[I+3:31]([O-:32])([O-:33])([O-:34])[O-:35].[Na+:36].[O:38]1[CH2:39][CH2:40][O:41][CH2:42][CH2:43]1.[OH2:44].[Os:45](=[O:46])(=[O:47])(=[O:48])=[O:49].[n:23]1[c:24]([CH3:25])[cH:26][cH:27][cH:28][c:29]1[CH3:30]>>[CH3:1][O:2][c:3]1[cH:4][c:5]([CH:21]=[O:32])[c:6]2[cH:7][cH:8][n:9]([S:12](=[O:13])(=[O:14])[c:15]3[cH:16][cH:17][cH:18][cH:19][cH:20]3)[c:10]2[cH:11]1. The reactants are C1(=CC=CC=C1)C(C=1C=CC(N(C1)C\C=C\C1=C2C=CNC2=CC=C1)=O)C1=CC=CC=C1 (5-(diphenylmethyl)-1-[(2E)-3-(1H-indol-4-yl)-2-propen-1-yl]-2(1H)-pyridinone), C(=O)([O-])[O-].[K+].[K+] (K2CO3), BrCC(=O)OCC (ethyl bromoacetate). The reagents and catalysts are [Cl-].C(C1=CC=CC=C1)[N+](CC)(CC)CC (benzyltriethylammonium chloride). The solvent is CC(CC)=O (2-butanone), CCOC(=O)C (EtOAc). Conditions: temperature 80 celsius, time 5 hour. The product is C1(=CC=CC=C1)C(C=1C=CC(N(C1)C/C=C/C1=C2C=CN(C2=CC=C1)CC(=O)OCC)=O)C1=CC=CC=C1 (ethyl (4-{(1E)-3-[5-(diphenylmethyl)-2-oxo-1(2H)-pyridinyl]-1-propen-1-yl}-1H -indol-1-yl)acetate). RXN SMILES: [C:1]1([CH:7]([C:27]2[CH:32]=[CH:31][CH:30]=[CH:29][CH:28]=2)[C:8]2[CH:9]=[CH:10][C:11](=[O:26])[N:12]([CH2:14]/[CH:15]=[CH:16]/[C:17]3[CH:25]=[CH:24][CH:23]=[C:22]4[C:18]=3[CH:19]=[CH:20][NH:21]4)[CH:13]=2)[CH:6]=[CH:5][CH:4]=[CH:3][CH:2]=1.C([O-])([O-])=O.[K+].[K+].Br[CH2:40][C:41]([O:43][CH2:44][CH3:45])=[O:42]>[Cl-].C([N+](CC)(CC)CC)C1C=CC=CC=1.CC(=O)CC.CCOC(C)=O>[C:1]1([CH:7]([C:27]2[CH:28]=[CH:29][CH:30]=[CH:31][CH:32]=2)[C:8]2[CH:9]=[CH:10][C:11](=[O:26])[N:12]([CH2:14]/[CH:15]=[CH:16]/[C:17]3[CH:25]=[CH:24][CH:23]=[C:22]4[C:18]=3[CH:19]=[CH:20][N:21]4[CH2:40][C:41]([O:43][CH2:44][CH3:45])=[O:42])[CH:13]=2)[CH:2]=[CH:3][CH:4]=[CH:5][CH:6]=1 |f:1.2.3,5.6|. Reported procedure: To a solution of 5-(diphenylmethyl)-1-[(2E)-3-(1H-indol-4-yl)-2-propen-1-yl]-2(1H)-pyridinone (80 mg), K2CO3 (80 mg) and benzyltriethylammonium chloride (8.8 mg) in 2-butanone (1 mL) was added ethyl bromoacetate (96 mg) at ambient temperature. The reaction mixture was stirred for 5 hours at 80° C. The resulting mixture was diluted with EtOAc and washed successively with water and brine. The organic layer was dried over anhydrous MgSO4, filtered and evaporated in vacuo. The residue was purified b... The reactants are [O-]P(=O)([O-])[O-].[K+].[K+].[K+] (potassium phosphate tribasic), ClC1=NC=C(C=C1NC1=C(C(=NC2=CC(=CC(=C12)F)F)C1=NC=CC=C1)C)N1CCOCC1 (N-(2-chloro-5-morpholinopyridin-3-yl)-5,7-difluoro-3-methyl-2-(pyridin-2-yl)-quinolin-4-amine), COC1=NC=CC(=C1)B(O)O (2-methoxypyridin-4-ylboronic acid), C1(CCCCC1)P(C1CCCCC1)C1CCCCC1 (tricyclohexylphosphine). The reagents and catalysts are C=1C=CC(=CC1)/C=C/C(=O)/C=C/C2=CC=CC=C2.C=1C=CC(=CC1)/C=C/C(=O)/C=C/C2=CC=CC=C2.C=1C=CC(=CC1)/C=C/C(=O)/C=C/C2=CC=CC=C2.[Pd].[Pd] (tris(dibenzylideneacetone)dipalladium). The solvent is O1CCOCC1 (1,4-dioxane), O (water). Conditions: temperature 90 celsius, time 19 hour. Yields the product FC1=C2C(=C(C(=NC2=CC(=C1)F)C1=NC=CC=C1)C)NC=1C(=NC=C(C1)N1CCOCC1)C1=CC(=NC=C1)OC (5,7-difluoro-N-(2′-methoxy-5-morpholino-2,4′-bipyridin-3-yl)-3-methyl-2-(pyridin-2-yl)quinolin-4-amine). Reaction SMILES: Cl[C:2]1[C:7]([NH:8][C:9]2[C:18]3[C:13](=[CH:14][C:15]([F:20])=[CH:16][C:17]=3[F:19])[N:12]=[C:11]([C:21]3[CH:26]=[CH:25][CH:24]=[CH:23][N:22]=3)[C:10]=2[CH3:27])=[CH:6][C:5]([N:28]2[CH2:33][CH2:32][O:31][CH2:30][CH2:29]2)=[CH:4][N:3]=1.[CH3:34][O:35][C:36]1[CH:41]=[C:40](B(O)O)[CH:39]=[CH:38][N:37]=1.C1(P(C2CCCCC2)C2CCCCC2)CCCCC1.[O-]P([O-])([O-])=O.[K+].[K+].[K+]>C1C=CC(/C=C/C(/C=C/C2C=CC=CC=2)=O)=CC=1.C1C=CC(/C=C/C(/C=C/C2C=CC=CC=2)=O)=CC=1.C1C=CC(/C=C/C(/C=C/C2C=CC=CC=2)=O)=CC=1.[Pd].[Pd].O.O1CCOCC1>[F:19][C:17]1[CH:16]=[C:15]([F:20])[CH:14]=[C:13]2[C:18]=1[C:9]([NH:8][C:7]1[C:2]([C:40]3[CH:39]=[CH:38][N:37]=[C:36]([O:35][CH3:34])[CH:41]=3)=[N:3][CH:4]=[C:5]([N:28]3[CH2:29][CH2:30][O:31][CH2:32][CH2:33]3)[CH:6]=1)=[C:10]([CH3:27])[C:11]([C:21]1[CH:26]=[CH:25][CH:24]=[CH:23][N:22]=1)=[N:12]2 |f:3.4.5.6,7.8.9.10.11|. Procedure: N-(2-chloro-5-morpholinopyridin-3-yl)-5,7-difluoro-3-methyl-2-(pyridin-2-yl)-quinolin-4-amine (42.8 mg, 0.091 mmol), 2-methoxypyridin-4-ylboronic acid (28.7 mg, 0.19 mmol), tricyclohexylphosphine (5.1 mg, 0.018 mmol), and tris(dibenzylideneacetone)dipalladium (0) (5.7 mg, 6.2 μmol) were added to a flask then degassed and backfilled with argon. To the flask, 1,4-dioxane (1.0 mL) and aq. 1.3M potassium phosphate tribasic (0.22 mL, 0.29 mmol) were added by syringe. The resulting reaction was heated... Starting materials: C(=O)(OCC)C=1NC(=C(C1OCCCCl)C)C (1-(2-carboethoxy-4,5-dimethyl-pyrrol-3-oxy)-3-chloropropane), OC1(CCNCC1)C1=CC=CC=C1 (4-hydroxy-4-phenyl-piperidine), C([O-])([O-])=O.[Na+].[Na+] (sodium carbonate). Run in CN(C=O)C (N,N-dimethylformamide). The product is Cl.C(C)OC(=O)C=1NC(=C(C1OCCCN1CCC(CC1)(O)C1=CC=CC=C1)C)C (3-[3-(4-phenyl-4-hydroxy-piperidino)-propoxy]-4,5-dimethylpyrrole-2-carboxylic acid ethyl ester hydrochloride). Isolated yield 66.6%. Reaction SMILES: [C:1]([C:6]1[NH:7][C:8]([CH3:17])=[C:9]([CH3:16])[C:10]=1[O:11][CH2:12][CH2:13][CH2:14][Cl:15])([O:3][CH2:4][CH3:5])=[O:2].[OH:18][C:19]1([C:25]2[CH:30]=[CH:29][CH:28]=[CH:27][CH:26]=2)[CH2:24][CH2:23][NH:22][CH2:21][CH2:20]1.C(=O)([O-])[O-].[Na+].[Na+]>CN(C)C=O>[ClH:15].[CH2:4]([O:3][C:1]([C:6]1[NH:7][C:8]([CH3:17])=[C:9]([CH3:16])[C:10]=1[O:11][CH2:12][CH2:13][CH2:14][N:22]1[CH2:21][CH2:20][C:19]([C:25]2[CH:30]=[CH:29][CH:28]=[CH:27][CH:26]=2)([OH:18])[CH2:24][CH2:23]1)=[O:2])[CH3:5] |f:2.3.4,6.7|. Reported procedure: 50 g of 1-(2-carboethoxy-4,5-dimethyl-pyrrol-3-oxy)-3-chloropropane, 35 g of 4-hydroxy-4-phenyl-piperidine and 50 g of sodium carbonate in 300 ml of N,N-dimethylformamide are heated for 20 hours at 100° C. When the mixture has cooled, it is partitioned between water and methylene chloride, the organic phase is evaporated under reduced pressure, the residue which remains in dissolved in a small amount of methanol, and a solution of hydrogen chloride in ether is added dropwise. The crystals which ... Reactants: C(C)O (ethanol), OC1=C(C2=C(C(=CO2)CC(=O)O)C=C1C)C (2-(6-hydroxy-5,7-dimethyl-1-benzofuran-3-yl) acetic acid). Run in S(O)(O)(=O)=O (sulfuric acid). Yields the product OC1=C(C2=C(C(=CO2)CC(=O)OCC)C=C1C)C (ethyl 2-(6-hydroxy-5,7-dimethyl-1-benzofuran-3-yl)acetate). The yield is 75.0%. RXN SMILES: [OH:1][C:2]1[C:14]([CH3:15])=[CH:13][C:5]2[C:6]([CH2:9][C:10]([OH:12])=[O:11])=[CH:7][O:8][C:4]=2[C:3]=1[CH3:16].[CH2:17](O)[CH3:18]>S(=O)(=O)(O)O>[OH:1][C:2]1[C:14]([CH3:15])=[CH:13][C:5]2[C:6]([CH2:9][C:10]([O:12][CH2:17][CH3:18])=[O:11])=[CH:7][O:8][C:4]=2[C:3]=1[CH3:16]. Procedure: 3.1 g (14 mmol) of 2-(6-hydroxy-5,7-dimethyl-1-benzofuran-3-yl) acetic acid are heated at reflux overnight in 1.72 ml of conc. sulfuric acid in 861 ml of ethanol. The mixture is concentrated down to 50 ml and then diluted with water and ethyl acetate; the phases are separated and the aqueous phase is extracted with ethyl acetate. The combined phases are washed with a saturated solution of NaCl, dried over sodium sulfate and concentrated. Chromatographic purification (dichloromethane) yields 2.6 ...